The task is: describe an organic reaction: reactants, conditions, products, and yield. This data is from the Open Reaction Database (ORD), a public repository of structured organic reaction records. Solvent: C(C)#N (Acetonitrile). As a reaction SMILES: Br[C:2]1[CH:35]=[CH:34][C:5]([CH2:6][O:7][C:8]2[CH:13]=[CH:12][CH:11]=[CH:10][C:9]=2[C:14]2[N:19]=[C:18]([N:20]3[C:24]([C:25]([F:28])([F:27])[F:26])=[C:23]([C:29]([O:31][CH2:32][CH3:33])=[O:30])[CH:22]=[N:21]3)[CH:17]=[CH:16][CH:15]=2)=[CH:4][CH:3]=1.[F:36][C:37]([F:50])([F:49])[C:38]1[CH:43]=[CH:42][C:41]([CH:44]=[CH:45]B(O)O)=[CH:40][CH:39]=1.C(=O)([O-])[O-].[Na+].[Na+]>C(#N)C>[F:26][C:25]([F:28])([F:27])[C:24]1[N:20]([C:18]2[CH:17]=[CH:16][CH:15]=[C:14]([C:9]3[CH:10]=[CH:11][CH:12]=[CH:13][C:8]=3[O:7][CH2:6][C:5]3[CH:34]=[CH:35][C:2](/[CH:45]=[CH:44]/[C:41]4[CH:40]=[CH:39][C:38]([C:37]([F:36])([F:49])[F:50])=[CH:43][CH:42]=4)=[CH:3][CH:4]=3)[N:19]=2)[N:21]=[CH:22][C:23]=1[C:29]([O:31][CH2:32][CH3:33])=[O:30] |f:2.3.4|. Starting materials: BrC1=CC=C(COC2=C(C=CC=C2)C2=CC=CC(=N2)N2N=CC(=C2C(F)(F)F)C(=O)OCC)C=C1 (Ethyl 1-(6-{2-[(4-bromobenzyl)oxy]phenyl}pyridin-2-yl)-5-(trifluoromethyl)-1H-pyrazole-4-carboxylate), C([O-])([O-])=O.[Na+].[Na+] (sodium carbonate), FC(C1=CC=C(C=C1)C=CB(O)O)(F)F (2-(4-trifluoromethylphenyl)vinyl boronic acid), trans-dichlorobis(triphenylphosphine) palladium (II). Procedure: To a vial containing the title compound from Example 2 Step A (50.0 mg, 0.092 mmol) were added 2-(4-trifluoromethylphenyl)vinyl boronic acid (29.6 mg, 0.137 mmol) and trans-dichlorobis(triphenylphosphine) palladium (II) (6.4 mg, 0.009 mmol). Acetonitrile (0.400 mL) and sodium carbonate (0.229 mL, 1.0 M aqueous, 0.229 mmol) were added, and the resulting mixture was degassed via nitrogen sparge. The reaction vial was capped and placed in a pre-heated oil bath (70° C.). After 18 h, the reaction mix... Run at time 18 hour. Product: FC(C1=C(C=NN1C1=NC(=CC=C1)C1=C(C=CC=C1)OCC1=CC=C(C=C1)\C=C\C1=CC=C(C=C1)C(F)(F)F)C(=O)OCC)(F)F (Ethyl 5-(trifluoromethyl)-1-(6-{2-[(4-{(E)-2-[4-(trifluoromethyl)phenyl]vinyl}benzyl)oxy]phenyl}pyridin-2-yl)-1H-pyrazole-4-carboxylate). The product is OCc1cc2[nH]cnc2cn1. The reactants are C1CCOC1, COC(=O)c1cc2[nH]cnc2cn1. As a reaction SMILES: [O:14]1[CH2:15][CH2:16][CH2:17][CH2:18]1.[nH:1]1[cH:2][n:3][c:4]2[cH:5][n:6][c:7]([C:10](=[O:11])[O:12][CH3:13])[cH:8][c:9]12>>[nH:1]1[cH:2][n:3][c:4]2[cH:5][n:6][c:7]([CH2:10][OH:11])[cH:8][c:9]12. Reactants: BrCCCCOC=1C=CC2=C(SC(=C2C2=CC=C(C=C2)Br)C)C1 (6-(4-Bromo-butoxy)-3-(4-bromo-phenyl)-2-methyl-benzo[b]thiophene), CNC (Dimethylamine). The product is BrC1=CC=C(C=C1)C=1C2=C(SC1C)C=C(C=C2)OCCCCN(C)C ({4-[3-(4-Bromo-phenyl)-2-methyl-benzo[b]thiophen-6-yloxy]-butyl}-dimethyl-amine). Reaction SMILES: Br[CH2:2][CH2:3][CH2:4][CH2:5][O:6][C:7]1[CH:8]=[CH:9][C:10]2[C:14]([C:15]3[CH:20]=[CH:19][C:18]([Br:21])=[CH:17][CH:16]=3)=[C:13]([CH3:22])[S:12][C:11]=2[CH:23]=1.[CH3:24][NH:25][CH3:26]>>[Br:21][C:18]1[CH:19]=[CH:20][C:15]([C:14]2[C:10]3[CH:9]=[CH:8][C:7]([O:6][CH2:5][CH2:4][CH2:3][CH2:2][N:25]([CH3:26])[CH3:24])=[CH:23][C:11]=3[S:12][C:13]=2[CH3:22])=[CH:16][CH:17]=1. Reported procedure: According to the method in example 31, 6-(4-Bromo-butoxy)-3-(4-bromo-phenyl)-2-methyl-benzo[b]thiophene and Dimethylamine were converted to yield {4-[3-(4-Bromo-phenyl)-2-methyl-benzo[b]thiophen-6-yloxy]-butyl}-dimethyl-amine, MS: 418 (MH+, 1Br). Reactants: CCO, O=C(Cl)c1c(Cl)cccc1Cl, Nc1cc(-c2ccc(Cl)cc2)no1, [Na+], [OH-]. Product: O=C(Nc1cc(-c2ccc(Cl)cc2)no1)c1c(Cl)cccc1Cl. As a reaction SMILES: [CH3:27][CH2:28][OH:29].[Cl:14][c:15]1[c:16]([C:17](=[O:18])[Cl:19])[c:20]([Cl:24])[cH:21][cH:22][cH:23]1.[Cl:1][c:2]1[cH:3][cH:4][c:5](-[c:8]2[n:9][o:10][c:11]([NH2:13])[cH:12]2)[cH:6][cH:7]1.[Na+:26].[OH-:25]>>[Cl:1][c:2]1[cH:3][cH:4][c:5](-[c:8]2[n:9][o:10][c:11]([NH:13][C:17]([c:16]3[c:15]([Cl:14])[cH:23][cH:22][cH:21][c:20]3[Cl:24])=[O:18])[cH:12]2)[cH:6][cH:7]1. Reactants: CCCC[Sn](CCCC)(CCCC)c1cscn1, CCOC(C)=O, [Cl-], NS(=O)(=O)c1ccc(-n2nc(C(F)(F)F)cc2-c2ccc(Br)c(C(F)(F)F)c2)cc1F, [Li+], C1COCCO1, c1ccc(P(c2ccccc2)(c2ccccc2)[Pd](P(c2ccccc2)(c2ccccc2)c2ccccc2)(P(c2ccccc2)(c2ccccc2)c2ccccc2)P(c2ccccc2)(c2ccccc2)c2ccccc2)cc1. Yields the product NS(=O)(=O)c1ccc(-n2nc(C(F)(F)F)cc2-c2ccc(-c3cscn3)c(C(F)(F)F)c2)cc1F. RXN SMILES: [CH2:32]([Sn:33]([CH2:34][CH2:35][CH2:36][CH3:42])([c:37]1[n:38][cH:39][s:40][cH:41]1)[CH2:43][CH2:44][CH2:45][CH3:46])[CH2:47][CH2:48][CH3:49].[CH3:58][CH2:59][O:60][C:61](=[O:62])[CH3:63].[Cl-:51].[F:1][c:2]1[c:3]([S:28](=[O:29])(=[O:30])[NH2:31])[cH:4][cH:5][c:6](-[n:8]2[n:9][c:10]([C:24]([F:25])([F:26])[F:27])[cH:11][c:12]2-[c:13]2[cH:14][c:15]([C:20]([F:21])([F:22])[F:23])[c:16]([Br:19])[cH:17][cH:18]2)[cH:7]1.[Li+:50].[O:52]1[CH2:53][CH2:54][O:55][CH2:56][CH2:57]1.[cH:64]1[cH:65][cH:66][c:67]([P:68]([Pd:69]([P:70]([c:71]2[cH:72][cH:73][cH:74][cH:75][cH:76]2)([c:77]2[cH:78][cH:79][cH:80][cH:81][cH:82]2)[c:83]2[cH:84][cH:85][cH:86][cH:87][cH:88]2)([P:89]([c:90]2[cH:91][cH:92][cH:93][cH:94][cH:95]2)([c:96]2[cH:97][cH:98][cH:99][cH:100][cH:101]2)[c:102]2[cH:103][cH:104][cH:105][cH:106][cH:107]2)[P:108]([c:109]2[cH:110][cH:111][cH:112][cH:113][cH:114]2)([c:115]2[cH:116][cH:117][cH:118][cH:119][cH:120]2)[c:121]2[cH:122][cH:123][cH:124][cH:125][cH:126]2)([c:127]2[cH:128][cH:129][cH:130][cH:131][cH:132]2)[c:133]2[cH:134][cH:135][cH:136][cH:137][cH:138]2)[cH:139][cH:140]1>>[F:1][c:2]1[c:3]([S:28](=[O:29])(=[O:30])[NH2:31])[cH:4][cH:5][c:6](-[n:8]2[n:9][c:10]([C:24]([F:25])([F:26])[F:27])[cH:11][c:12]2-[c:13]2[cH:14][c:15]([C:20]([F:21])([F:22])[F:23])[c:16](-[c:37]3[n:38][cH:39][s:40][cH:41]3)[cH:17][cH:18]2)[cH:7]1.